From a dataset of the Open Reaction Database (ORD), a public repository of structured organic reaction records. describe an organic reaction: reactants, conditions, products, and yield The reactants are Cn1ccc2c(OCOCC[Si](C)(C)C)cc(Cc3cnc(N)nc3N)cc21, Cn1ccc2c(OCOCC[Si](C)(C)C)cc(C=O)cc21, CC(C)(C)O, CS(C)=O, CCOC(C)=O, CCO, Cl, N=C(N)N, N#CCCNc1ccccc1. Product: Cn1ccc2c(O)cc(Cc3cnc(N)nc3N)cc21. As a reaction SMILES: [CH3:1][n:2]1[cH:3][cH:4][c:5]2[c:6]([O:20][CH2:21][O:22][CH2:23][CH2:24][Si:25]([CH3:26])([CH3:27])[CH3:28])[cH:7][c:8]([CH2:11][c:12]3[c:13]([NH2:19])[n:14][c:15]([NH2:18])[n:16][cH:17]3)[cH:9][c:10]12.[CH3:29][n:30]1[c:31]2[c:32]([c:33]([O:34][CH2:35][O:36][CH2:37][CH2:38][Si:39]([CH3:40])([CH3:41])[CH3:42])[cH:43][c:44]([CH:45]=[O:46])[cH:47]2)[cH:48][cH:49]1.[CH3:66][C:67]([OH:68])([CH3:69])[CH3:70].[CH3:71][S:72]([CH3:73])=[O:74].[CH3:75][CH2:76][O:77][C:78](=[O:79])[CH3:80].[CH3:81][CH2:82][OH:83].[ClH:61].[NH2:62][C:63]([NH2:64])=[NH:65].[NH:50]([CH2:51][CH2:52][C:53]#[N:54])[c:55]1[cH:56][cH:57][cH:58][cH:59][cH:60]1>>[CH3:1][n:2]1[cH:3][cH:4][c:5]2[c:6]([OH:20])[cH:7][c:8]([CH2:11][c:12]3[c:13]([NH2:19])[n:14][c:15]([NH2:18])[n:16][cH:17]3)[cH:9][c:10]12. Procedure: To a solution of 2-amino-7-chloro-1,8-naphthyridine (5.4 g) in pyridine (60 cc), benzoyl chloride (4.2 g) is added slowly, maintaining the temperature in the region of 30° C. After the solution has been maintained for 3 hours at a temperature in the region of 20° C., the product is precipitated in distilled water (340 cc). The solid produced after drying in the air is dissolved in boiling ethanol (88 cc). After 3 hours' cooling at 4° C., the crystallised solid is separated by filtration, washed ... The solvent is N1=CC=CC=C1 (pyridine). Yield: 58.4%. Reaction conditions: temperature 30 celsius. RXN SMILES: [NH2:1][C:2]1[CH:11]=[CH:10][C:9]2[C:4](=[N:5][C:6]([Cl:12])=[CH:7][CH:8]=2)[N:3]=1.[C:13](Cl)(=[O:20])[C:14]1[CH:19]=[CH:18][CH:17]=[CH:16][CH:15]=1>N1C=CC=CC=1>[Cl:12][C:6]1[N:5]=[C:4]2[C:9]([CH:10]=[CH:11][C:2]([NH:1][C:13](=[O:20])[C:14]3[CH:19]=[CH:18][CH:17]=[CH:16][CH:15]=3)=[N:3]2)=[CH:8][CH:7]=1. The product is ClC1=CC=C2C=CC(=NC2=N1)NC(C1=CC=CC=C1)=O (N-(7-chloro-1,8-naphthyridin-2-yl)benzamide). The reactants are NC1=NC2=NC(=CC=C2C=C1)Cl (2-amino-7-chloro-1,8-naphthyridine), C(C1=CC=CC=C1)(=O)Cl (benzoyl chloride). Starting materials: O (water), ClC1=CC(=C(C=C1)O)I (4-Chloro-2-Iodophenol), COC1=CC=C(C=C1)C#C (4-Methoxyphenylacetylene), PdCl2P(PH3)2. The solvent is CN(C)C=O.C(C)NCC (DMF Diethylamine). Reaction conditions: time 1 hour. The product is ClC=1C=CC2=C(C=C(O2)C2=CC=C(C=C2)OC)C1 (5-Chloro-2-(4-methoxy-phenyl)-benzofuran). Isolated yield 49.6%. As a reaction SMILES: [Cl:1][C:2]1[CH:7]=[CH:6][C:5]([OH:8])=[C:4](I)[CH:3]=1.[CH3:10][O:11][C:12]1[CH:17]=[CH:16][C:15]([C:18]#[CH:19])=[CH:14][CH:13]=1.O>CN(C=O)C.C(NCC)C>[Cl:1][C:2]1[CH:7]=[CH:6][C:5]2[O:8][C:18]([C:15]3[CH:16]=[CH:17][C:12]([O:11][CH3:10])=[CH:13][CH:14]=3)=[CH:19][C:4]=2[CH:3]=1 |f:3.4|. Procedure: A solution of 4-Chloro-2-Iodophenol [71643-66-8] (1.0 g, 3.9 mmol), 4-Methoxyphenylacetylene (0.53 g, 4.0 mmol), PdCl2P(PH3)2 (70 mg), and Cul (50 mg) in DMF/Diethylamine (10 ml) was heated to 60° C. After 1 hr, the reaction was cooled and poured into water which was extracted with EtOAc. The organic layer was dried, concentrated to give a solid which was triturated with MeOH, filtered to give a solid (0.5 g, 50%): Mp=183–185° C.; 1H NMR (CDCl3) δ 7.76 (d, 2 H, J=8.0 Hz), 7.50 (d, 1 H, J=1.6 Hz)... The reactants are S(=O)([O-])S(=O)[O-].[Na+].[Na+] (sodium dithionite), C([O-])([O-])=O.[Na+].[Na+] (sodium carbonate), [N+](=O)([O-])C1=C(N)C=CC(=C1)CC(=O)N1CCCC1 (2-nitro-4-pyrrolidin-1-ylcarbonylmethylaniline). The solvent is O (water), CO (methanol), O (water). The product is N1(CCCC1)C(=O)CC1=CC(=C(C=C1)N)N (4-pyrrolidin-1-ylcarbonylmethyl-o-phenylenediamine). RXN SMILES: S(S([O-])=O)([O-])=O.[Na+].[Na+].C(=O)([O-])[O-].[Na+].[Na+].[N+:15]([C:18]1[CH:24]=[C:23]([CH2:25][C:26]([N:28]2[CH2:32][CH2:31][CH2:30][CH2:29]2)=[O:27])[CH:22]=[CH:21][C:19]=1[NH2:20])([O-])=O>O.CO>[N:28]1([C:26]([CH2:25][C:23]2[CH:22]=[CH:21][C:19]([NH2:20])=[C:18]([NH2:15])[CH:24]=2)=[O:27])[CH2:32][CH2:31][CH2:30][CH2:29]1 |f:0.1.2,3.4.5|. Procedure details: A mixture of sodium dithionite (245 g) and sodium carbonate (196 g) in water (1129 ml) and methanol (1029 ml) was stirred and 2-nitro-4-pyrrolidin-1-ylcarbonylmethylaniline (30.5 g) was added over a period of five minutes. A further portion of water (1468 ml) was added and the solution was heated under reflux for 65 minutes. The volume was reduced in vacuo in several stages with any solid material removed by filtration between each stage. Any solid so removed was washed with methanol and the was... The reactants are C(C)(C)(C)OC(=O)N1CCC(CC1)C1CC=2C(=CN=C(C2)Cl)O1 (4-(5-chloro-2,3-dihydro-furo[2,3-c]pyridin-2-yl)-piperidine-1-carboxylic acid tert-butyl ester), N1=CC(=CC=C1)B(O)O (pyridine-3-boronic acid). Yields the product C(C)(C)(C)OC(=O)N1CCC(CC1)C1CC=2C(=CN=C(C2)C=2C=NC=CC2)O1 (4-(5-Pyridin-3-yl-2,3-dihydro-furo[2,3-c]pyridin-2-yl)-piperidine-1-carboxylic acid tert-butyl ester). Reaction SMILES: [C:1]([O:5][C:6]([N:8]1[CH2:13][CH2:12][CH:11]([CH:14]2[O:23][C:17]3=[CH:18][N:19]=[C:20](Cl)[CH:21]=[C:16]3[CH2:15]2)[CH2:10][CH2:9]1)=[O:7])([CH3:4])([CH3:3])[CH3:2].[N:24]1[CH:29]=[CH:28][CH:27]=[C:26](B(O)O)[CH:25]=1>>[C:1]([O:5][C:6]([N:8]1[CH2:13][CH2:12][CH:11]([CH:14]2[O:23][C:17]3=[CH:18][N:19]=[C:20]([C:26]4[CH:25]=[N:24][CH:29]=[CH:28][CH:27]=4)[CH:21]=[C:16]3[CH2:15]2)[CH2:10][CH2:9]1)=[O:7])([CH3:4])([CH3:3])[CH3:2]. Procedure details: The title compound is prepared from 4-(5-chloro-2,3-dihydro-furo[2,3-c]pyridin-2-yl)-piperidine-1-carboxylic acid tert-butyl ester and pyridine-3-boronic acid following a procedure analogous to that described in Example 28. LC (method 10): tR=1.58 min; Mass spectrum (ESI+): m/z=382 [M+H]+. Starting materials: ClCCl, O, COCOc1ccc(C2(C)COc3cc(OCOC)ccc3C2CCCCCCCCO)cc1, Cc1ccc(S(=O)(=O)Cl)cc1, c1ccncc1. Yields the product COCOc1ccc(C2(C)COc3cc(OCOC)ccc3C2CCCCCCCCOS(=O)(=O)c2ccc(C)cc2)cc1. Reaction SMILES: [Cl:35][CH2:36][Cl:37].[OH2:49].[OH:1][CH2:2][CH2:3][CH2:4][CH2:5][CH2:6][CH2:7][CH2:8][CH2:9][CH:10]1[C:11]([CH3:24])([c:25]2[cH:26][cH:27][c:28]([O:31][CH2:32][O:33][CH3:34])[cH:29][cH:30]2)[CH2:12][O:13][c:14]2[c:15]1[cH:16][cH:17][c:18]([O:20][CH2:21][O:22][CH3:23])[cH:19]2.[c:38]1([CH3:48])[cH:39][cH:40][c:41]([S:44](=[O:45])(=[O:46])[Cl:47])[cH:42][cH:43]1.[cH:50]1[cH:51][cH:52][n:53][cH:54][cH:55]1>>[O:1]([CH2:2][CH2:3][CH2:4][CH2:5][CH2:6][CH2:7][CH2:8][CH2:9][CH:10]1[C:11]([CH3:24])([c:25]2[cH:26][cH:27][c:28]([O:31][CH2:32][O:33][CH3:34])[cH:29][cH:30]2)[CH2:12][O:13][c:14]2[c:15]1[cH:16][cH:17][c:18]([O:20][CH2:21][O:22][CH3:23])[cH:19]2)[S:44]([c:41]1[cH:40][cH:39][c:38]([CH3:48])[cH:43][cH:42]1)(=[O:45])=[O:46]. Reactants: 1B, Cl.CC(CO)(C)NCC1=CC=C2C=CC3=CC=CC4=CC=C1C2=C34 (2-Methyl-2-((1-pyrenylmethyl)amino)propanol hydrochloride). Solvent: CCO (EtOH). The product is CC(CO)(C)NCC1=CC=C2C=CC3=CC=CC4=CC=C1C2=C34 (2-methyl-2((1-pyrenylmethyl)amino) propanol). RXN SMILES: Cl.[CH3:2][C:3]([NH:7][CH2:8][C:9]1[C:22]2[C:23]3=[C:24]4[C:19](=[CH:20][CH:21]=2)[CH:18]=[CH:17][CH:16]=[C:15]4[CH:14]=[CH:13][C:12]3=[CH:11][CH:10]=1)([CH3:6])[CH2:4][OH:5]>CCO>[CH3:6][C:3]([NH:7][CH2:8][C:9]1[C:22]2[C:23]3=[C:24]4[C:19](=[CH:20][CH:21]=2)[CH:18]=[CH:17][CH:16]=[C:15]4[CH:14]=[CH:13][C:12]3=[CH:11][CH:10]=1)([CH3:2])[CH2:4][OH:5] |f:0.1|. Procedure: Using the first part of the method in 1B, 2A gave 2-methyl-2((1-pyrenylmethyl)amino) propanol free base mp 135°-136°, (95% EtOH), (C, H, N). Reactants: FC(OC=1C=C(C=CC1OC(F)F)C(O)C=1C=NC(=CC1)OC1=CC=C(C=C1)C(=O)OC)F ([3,4-Bis(difluoromethoxy)phenyl]-{6-[4-(methoxycarbonyl)phenoxy]-3-pyridyl}methanol), CCN(C(C)C)C(C)C (i-Pr2NEt), O=S(Cl)Cl (SOCl2). Run in C1(=CC=CC=C1)C (toluene). Run at temperature 0 celsius, time 10 minute. Yields the product FC(OC=1C=C(C=CC1OC(F)F)C(Cl)C=1C=NC(=CC1)OC1=CC=C(C=C1)C(=O)OC)F ([3,4-Bis(difluoromethoxy)phenyl]-{6-[4-(methoxycarbonyl)phenoxy]-3-pyridyl}chloromethane). Reaction SMILES: [F:1][CH:2]([F:33])[O:3][C:4]1[CH:5]=[C:6]([CH:14]([C:16]2[CH:17]=[N:18][C:19]([O:22][C:23]3[CH:28]=[CH:27][C:26]([C:29]([O:31][CH3:32])=[O:30])=[CH:25][CH:24]=3)=[CH:20][CH:21]=2)O)[CH:7]=[CH:8][C:9]=1[O:10][CH:11]([F:13])[F:12].CCN(C(C)C)C(C)C.O=S(Cl)[Cl:45]>C1(C)C=CC=CC=1>[F:1][CH:2]([F:33])[O:3][C:4]1[CH:5]=[C:6]([CH:14]([C:16]2[CH:17]=[N:18][C:19]([O:22][C:23]3[CH:28]=[CH:27][C:26]([C:29]([O:31][CH3:32])=[O:30])=[CH:25][CH:24]=3)=[CH:20][CH:21]=2)[Cl:45])[CH:7]=[CH:8][C:9]=1[O:10][CH:11]([F:13])[F:12]. Reported procedure: To a 0° C. solution of alcohol (535 mg, 1.14 mmol) from step 2 and i-Pr2NEt (436 mL, 2.5 mmol) in 10 mL of anhydrous toluene, was slowly added SOCl2 (145 mnL, 2.0 mmol). The resulting yellow solution was stirred 30 minutes at 0° C., 10 minutes at room temperature, quenched with water and diluted with ethyl acetate. The organic layer was washed with brine, dried over MgSO4 and concentrated under reduced pressure. The residue was used directly for the next step without any purification.